This data is from the Open Reaction Database (ORD), a public repository of structured organic reaction records. The task is: describe an organic reaction: reactants, conditions, products, and yield Procedure details: A solution of [1-{(3-cyano-benzyl)-[1-(4-phenyl-1H-imidazol-2-yl)-ethyl]-carbamoyl}-2-(4-hydroxy-2,6-dimethyl-phenyl)-ethyl]-carbamic acid tert-butyl ester (0.070 g, 0.12 mmol) in 3 mL of EtOH was treated with 1.0 mL of 30% hydrogen peroxide followed immediately by 0.1 mL of a 6M aqueous solution of NaOH. The reaction mixture was stirred vigorously for 18 h and quenched by pouring into chilled (5-10° C.) water. The aqueous solution was extracted five times with Et2O and the combined extracts wer... Reactants: C(C)(C)(C)OC(NC(CC1=C(C=C(C=C1C)O)C)C(N(C(C)C=1NC=C(N1)C1=CC=CC=C1)CC1=CC(=CC=C1)C#N)=O)=O ([1-{(3-cyano-benzyl)-[1-(4-phenyl-1H-imidazol-2-yl)-ethyl]-carbamoyl}-2-(4-hydroxy-2,6-dimethyl-phenyl)-ethyl]-carbamic acid tert-butyl ester), OO (hydrogen peroxide), [OH-].[Na+] (NaOH), aqueous solution. Reaction conditions: temperature 7.5 celsius, time 18 hour. Product: C(C)(C)(C)OC(NC(CC1=C(C=C(C=C1C)O)C)C(N(C(C)C=1NC=C(N1)C1=CC=CC=C1)CC1=CC(=CC=C1)C(N)=O)=O)=O ([1-{(3-carbamoyl-benzyl)-[1-(4-phenyl-1H-imidazol-2-yl)-ethyl]-carbamoyl}-2-(4-hydroxy-2,6-dimethyl-phenyl)-ethyl]-carbamic acid tert-butyl ester). The solvent is CCO (EtOH). Reaction SMILES: [C:1]([O:5][C:6](=[O:44])[NH:7][CH:8]([C:19](=[O:43])[N:20]([CH2:34][C:35]1[CH:40]=[CH:39][CH:38]=[C:37]([C:41]#[N:42])[CH:36]=1)[CH:21]([C:23]1[NH:24][CH:25]=[C:26]([C:28]2[CH:33]=[CH:32][CH:31]=[CH:30][CH:29]=2)[N:27]=1)[CH3:22])[CH2:9][C:10]1[C:15]([CH3:16])=[CH:14][C:13]([OH:17])=[CH:12][C:11]=1[CH3:18])([CH3:4])([CH3:3])[CH3:2].[OH:45]O.[OH-].[Na+]>CCO>[C:1]([O:5][C:6](=[O:44])[NH:7][CH:8]([C:19](=[O:43])[N:20]([CH2:34][C:35]1[CH:40]=[CH:39][CH:38]=[C:37]([C:41](=[O:45])[NH2:42])[CH:36]=1)[CH:21]([C:23]1[NH:24][CH:25]=[C:26]([C:28]2[CH:33]=[CH:32][CH:31]=[CH:30][CH:29]=2)[N:27]=1)[CH3:22])[CH2:9][C:10]1[C:11]([CH3:18])=[CH:12][C:13]([OH:17])=[CH:14][C:15]=1[CH3:16])([CH3:2])([CH3:3])[CH3:4] |f:2.3|. The reactants are [C-]#N.[Li+] (lithium cyanide), C(C)OC(=O)CCC1C(C2=CC=CC(=C2CC1)OC)=O (2-(2-Ethoxycarbonylethyl)-3,4-dihydro-5-methoxy-1(2H)-naphthalenone), C(#N)P(OCC)(OCC)=O (Diethyl cyanophosphonate), solution, O (water). Run in CN(C)C=O (DMF), C1CCOC1 (THF). Reaction conditions: temperature 0 celsius, time 8 hour. The product is C(#N)C1=C(CCC2=C(C=CC=C12)OC)CCC(=O)OCC (1-Cyano-2-(2-ethoxycarbonylethyl)-5-methoxy-3,4-dihydronaphthalene). The yield is 70.1%. Reaction SMILES: [CH2:1]([O:3][C:4]([CH2:6][CH2:7][CH:8]1[CH2:17][CH2:16][C:15]2[C:10](=[CH:11][CH:12]=[CH:13][C:14]=2[O:18][CH3:19])[C:9]1=O)=[O:5])[CH3:2].[C:21](P(=O)(OCC)OCC)#[N:22].[C-]#N.[Li+].O>C1COCC1.CN(C=O)C>[C:21]([C:9]1[C:10]2[C:15](=[C:14]([O:18][CH3:19])[CH:13]=[CH:12][CH:11]=2)[CH2:16][CH2:17][C:8]=1[CH2:7][CH2:6][C:4]([O:3][CH2:1][CH3:2])=[O:5])#[N:22] |f:2.3|. Procedure: 2-(2-Ethoxycarbonylethyl)-3,4-dihydro-5-methoxy-1(2H)-naphthalenone (1.1 g, 4 mmol), from Step 1, was dissolved in 15 mL of dry THF and cooled to 0° C. Diethyl cyanophosphonate (1.18 mL, 8 mmol), commercially available from Aldrich Chemical Company, was added, followed by 8 mL of a 0.5M solution of lithium cyanide (4 mmol) in DMF. The reaction mixture was stirred at ambient temperature overnight and then poured into water. The aqueous mixture was extracted with three portions of diethyl ether/et... The reactants are ClC1=NC(=CC(=C1)CN1C(NC(C(=C1OC=1C=C(C=O)C=C(C1)C)C(C)C)=O)=O)NCC1=CC=C(C=C1)OC (3-{3-[2-Chloro-6-(4-methoxy-benzylamino)-pyridin-4-ylmethyl]-5-isopropyl-2,6-dioxo-1,2,3,6-tetrahydro-pyrimidin-4-yloxy}-5-methyl-benzaldehyde), C(#N)CP(OCC)(OCC)=O (diethyl cyanomethylphosphonate), CC(C)([O-])C.[K+] (potassium t-butoxide). Solvent: CC(OCC)=O (EA), C1CCOC1 (THF). Run at time 1 hour. The product is ClC1=NC(=CC(=C1)CN1C(NC(C(=C1OC=1C=C(C=C(C1)C)C=CC#N)C(C)C)=O)=O)NCC1=CC=C(C=C1)OC (3-(3-{3-[2-Chloro-6-(4-methoxy-benzylamino)-pyridin-4-ylmethyl]-5-isopropyl-2,6-dioxo-1,2,3,6-tetrahydro-pyrimidin-4-yloxy}-5-methyl-phenyl)-acrylonitrile). The yield is 69.5%. RXN SMILES: [Cl:1][C:2]1[CH:7]=[C:6]([CH2:8][N:9]2[C:14]([O:15][C:16]3[CH:17]=[C:18]([CH:21]=[C:22]([CH3:24])[CH:23]=3)[CH:19]=O)=[C:13]([CH:25]([CH3:27])[CH3:26])[C:12](=[O:28])[NH:11][C:10]2=[O:29])[CH:5]=[C:4]([NH:30][CH2:31][C:32]2[CH:37]=[CH:36][C:35]([O:38][CH3:39])=[CH:34][CH:33]=2)[N:3]=1.[C:40]([CH2:42]P(=O)(OCC)OCC)#[N:41].CC(C)([O-])C.[K+]>C1COCC1.CC(=O)OCC>[Cl:1][C:2]1[CH:7]=[C:6]([CH2:8][N:9]2[C:14]([O:15][C:16]3[CH:17]=[C:18]([CH:19]=[CH:42][C:40]#[N:41])[CH:21]=[C:22]([CH3:24])[CH:23]=3)=[C:13]([CH:25]([CH3:27])[CH3:26])[C:12](=[O:28])[NH:11][C:10]2=[O:29])[CH:5]=[C:4]([NH:30][CH2:31][C:32]2[CH:33]=[CH:34][C:35]([O:38][CH3:39])=[CH:36][CH:37]=2)[N:3]=1 |f:2.3|. Procedure: To a stirred solution of (16) (335 mg, 0.611 mmol) and diethyl cyanomethylphosphonate (104 μl, 0.64 mmol) in THF (10 ml) at 0° C. (ice bath) under nitrogen atmosphere, was added potassium t-butoxide (151 mg, 1.34 mmol). After stirring for 1 hr., the mixture was stirred for overnight at room temperature. The mixture was then diluted with EA, washed with aqueous saturated ammonium chloride solution, dried with anhydrous magnesium sulfate, filtered, and evaporated in vacuo. The residue was purified... The reactants are C(C1=CC=CC=C1)OC1=C(C=CC=C1)C/C=C/C(=O)OC (methyl 4-(2-benzyloxyphenyl)crotonate), [BH4-].[Na+] (sodium borohydride). Reagents/catalysts: O.O.O.O.O.O.[Ni](Cl)Cl (nickel chloride hexahydrate). The solvent is CO (methanol). Run at time 1 hour. The product is C(C1=CC=CC=C1)OC1=C(C=CC=C1)CCCC(=O)OC (methyl 4-(2-benzyloxyphenyl)butyrate). The yield is 79.3%. Reaction SMILES: [CH2:1]([O:8][C:9]1[CH:14]=[CH:13][CH:12]=[CH:11][C:10]=1[CH2:15]/[CH:16]=[CH:17]/[C:18]([O:20][CH3:21])=[O:19])[C:2]1[CH:7]=[CH:6][CH:5]=[CH:4][CH:3]=1.[BH4-].[Na+]>CO.O.O.O.O.O.O.[Ni](Cl)Cl>[CH2:1]([O:8][C:9]1[CH:14]=[CH:13][CH:12]=[CH:11][C:10]=1[CH2:15][CH2:16][CH2:17][C:18]([O:20][CH3:21])=[O:19])[C:2]1[CH:3]=[CH:4][CH:5]=[CH:6][CH:7]=1 |f:1.2,4.5.6.7.8.9.10|. Procedure: To a mixture of methyl 4-(2-benzyloxyphenyl)crotonate (14.4 g) and nickel chloride hexahydrate (1.19 g) in methanol (200 ml) was added portionwise sodium borohydride (3.78 g). During addition, the reaction temperature was kept at 20° C. by ice cooling. After the addition was completed, the mixture was stirred at ambient temperature for 1 hour and filtered. The filtrate was concentrated under reduced pressure. To the residue, water (100 ml) was added and the solution was extracted with diethyl et... The reactants are ClC1=NC=2N([C@@H](C(N(C2C=N1)C=1C=C(C#N)C=CC1)=O)CF)C1CCCC1 (3-[(7S)-2-chloro-8-cyclopentyl-7-(fluoromethyl)-6-oxo-7,8-dihydropteridin-5(6H)-yl]benzonitrile), FC=1C=C(C=C2C=NNC12)N (7-fluoro-1H-indazol-5-amine). The product is C1(CCCC1)N1[C@@H](C(N(C=2C=NC(=NC12)NC=1C=C2C=NNC2=C(C1)F)C=1C=C(C#N)C=CC1)=O)CF (3-[(7S)-8-cyclopentyl-2-[(7-fluoro-1H-indazol-5-yl)amino]-7-(fluoromethyl)-6-oxo-7,8-dihydropteridin-5(6H)-yl]benzonitrile). RXN SMILES: Cl[C:2]1[N:11]=[CH:10][C:9]2[N:8]([C:12]3[CH:13]=[C:14]([CH:17]=[CH:18][CH:19]=3)[C:15]#[N:16])[C:7](=[O:20])[C@@H:6]([CH2:21][F:22])[N:5]([CH:23]3[CH2:27][CH2:26][CH2:25][CH2:24]3)[C:4]=2[N:3]=1.[F:28][C:29]1[CH:30]=[C:31]([NH2:38])[CH:32]=[C:33]2[C:37]=1[NH:36][N:35]=[CH:34]2>>[CH:23]1([N:5]2[C:4]3[N:3]=[C:2]([NH:38][C:31]4[CH:32]=[C:33]5[C:37](=[C:29]([F:28])[CH:30]=4)[NH:36][N:35]=[CH:34]5)[N:11]=[CH:10][C:9]=3[N:8]([C:12]3[CH:13]=[C:14]([CH:17]=[CH:18][CH:19]=3)[C:15]#[N:16])[C:7](=[O:20])[C@H:6]2[CH2:21][F:22])[CH2:27][CH2:26][CH2:25][CH2:24]1. Procedure: This compound was prepared from 3-[(7S)-2-chloro-8-cyclopentyl-7-(fluoromethyl)-6-oxo-7,8-dihydropteridin-5(6H)-yl]benzonitrile and 7-fluoro-1H-indazol-5-amine, according to procedures similar to step e for the preparation of Example 18. The reactants are FC1=CC=2C=3N(C=NC2C=C1)N=CN3 (9-fluoro-1,2,4-triazolo[1,5-c]quinazoline), N (ammonia). Solvent: Cl (hydrochloric acid). Conditions: time 10 minute. Yields the product FC1=CC(=C(N)C=C1)C1=NNC=N1 (4-fluoro-2-(1H-1,2,4-triazol-3-yl)aniline). Isolated yield 91.8%. Reaction SMILES: [F:1][C:2]1[CH:11]=[CH:10][C:9]2[N:8]=C[N:6]3[N:12]=[CH:13][N:14]=[C:5]3[C:4]=2[CH:3]=1.N>Cl>[F:1][C:2]1[CH:11]=[CH:10][C:9]([NH2:8])=[C:4]([C:5]2[N:14]=[CH:13][NH:12][N:6]=2)[CH:3]=1. Reported procedure: 4. 2.3 g of 9-fluoro-1,2,4-triazolo[1,5-c]quinazoline in 40 ml of 6N hydrochloric acid are stirred at 95° C. for 1 h. and then cooled in an ice bath. The reaction solution is poured into 30 ml of 25% aqueous ammonia and stirred in an ice bath for 10 min. The crystals are filtered off, washed with 30 ml of ice-cold water and dried in a vacuum. 2.0 g of 4-fluoro-2-(1H-1,2,4-triazol-3-yl)aniline of m.p. 142.5°-144.5° C. are obtained. The reactants are Cc1ccccc1, Cc1ccc(Cn2c(=O)cc(C(C)C(=O)O)c3cc(C)ccc32)cc1, O=S(Cl)Cl. The product is Cc1ccc(Cn2c(=O)cc(C(C)C(=O)Cl)c3cc(C)ccc32)cc1. Reaction SMILES: [CH3:30][c:31]1[cH:32][cH:33][cH:34][cH:35][cH:36]1.[CH3:5][c:6]1[cH:7][cH:8][c:9]([CH2:10][n:11]2[c:12](=[O:27])[cH:13][c:14]([CH:22]([C:23](=[O:24])[OH:25])[CH3:26])[c:15]3[cH:16][c:17]([CH3:21])[cH:18][cH:19][c:20]23)[cH:28][cH:29]1.[S:1]([Cl:2])([Cl:3])=[O:4]>>[Cl:3][C:23]([CH:22]([c:14]1[cH:13][c:12](=[O:27])[n:11]([CH2:10][c:9]2[cH:8][cH:7][c:6]([CH3:5])[cH:29][cH:28]2)[c:20]2[c:15]1[cH:16][c:17]([CH3:21])[cH:18][cH:19]2)[CH3:26])=[O:24]. The reactants are COC1=C(C(=C2C(OCC2=C1C)=O)OCC[Si](C)(C)C)CC=C(COP(O)O)C (phosphorous acid mono-{4-[6-methoxy-7-methyl-3-oxo-4-(2-trimethylsilanyl-ethoxy)-1,3-dihydro-isobenzofuran-5-yl]-2-methyl-but-2-enyl} ester), CCN(C(C)C)C(C)C (DIEA), C/C(=N\[Si](C)(C)C)/O[Si](C)(C)C (N,O-bis(trimethylsilyl)acetamide), C1=CC=NC(=C1)SSC2=CC=CC=N2 (2,2′-dipyridyldisulfide). Run in O1CCOCC1 (dioxane), O (H2O). Run at time 2 hour. The product is COC1=C(C(=C2C(OCC2=C1C)=O)O)CC=C(COP(O)(O)=O)C (Phosphoric acid mono-{4-[6-methoxy-7-methyl-3-oxo-4-hydroxy-1,3-dihydro-isobenzofuran-5-yl]-2-methyl-but-2-enyl} ester). As a reaction SMILES: [CH3:1][O:2][C:3]1[C:11]([CH3:12])=[C:10]2[C:6]([C:7](=[O:13])[O:8][CH2:9]2)=[C:5]([O:14]CC[Si](C)(C)C)[C:4]=1[CH2:21][CH:22]=[C:23]([CH3:29])[CH2:24][O:25][P:26]([OH:28])[OH:27].CCN(C(C)C)C(C)C.C/C(/[O:46][Si](C)(C)C)=N\[Si](C)(C)C.C1C=C(SSC2N=CC=CC=2)N=CC=1>O1CCOCC1.O>[CH3:1][O:2][C:3]1[C:11]([CH3:12])=[C:10]2[C:6]([C:7](=[O:13])[O:8][CH2:9]2)=[C:5]([OH:14])[C:4]=1[CH2:21][CH:22]=[C:23]([CH3:29])[CH2:24][O:25][P:26](=[O:46])([OH:28])[OH:27]. Procedure: A solution of phosphorous acid mono-{4-[6-methoxy-7-methyl-3-oxo-4-(2-trimethylsilanyl-ethoxy)-1,3-dihydro-isobenzofuran-5-yl]-2-methyl-but-2-enyl} ester (27 mg, 0.06 mmol) in dioxane (1 mL) was stirred with DIEA (21 μL, 0.12 mmol) and N,O-bis(trimethylsilyl)acetamide (29 μL, 0.12 mmol) at room temperature for 3 hours. To the reaction solution was added 2,2′-dipyridyldisulfide (16 mg, 0.072 mmol) and the mixture was allowed to stir for an additional 2 hours at room temperature. The reaction mixt... The reactants are O1C(CCC=C1)C=1C=C2C(=CN(C2=CC1)C(C1=CC=CC=C1)=O)C1CN(CC1)C (5-(2,3-dihydropyran-2-yl)-3-(N-methylpyrrolidin-3-yl)-1-benzoylindole), [OH-].[Na+] (NaOH). The solvent is CO (methanol). Yields the product O1C(CCC=C1)C=1C=C2C(=CNC2=CC1)C1CN(CC1)C (5-(2,3-Dihydropyran-2-yl)-3-(N-methylpyrrolidin-3-yl)-1H-indole). The yield is 30.3%. Reaction SMILES: [O:1]1[CH:6]=[CH:5][CH2:4][CH2:3][CH:2]1[C:7]1[CH:8]=[C:9]2[C:13](=[CH:14][CH:15]=1)[N:12](C(=O)C1C=CC=CC=1)[CH:11]=[C:10]2[CH:24]1[CH2:28][CH2:27][N:26]([CH3:29])[CH2:25]1.[OH-].[Na+]>CO>[O:1]1[CH:6]=[CH:5][CH2:4][CH2:3][CH:2]1[C:7]1[CH:8]=[C:9]2[C:13](=[CH:14][CH:15]=1)[NH:12][CH:11]=[C:10]2[CH:24]1[CH2:28][CH2:27][N:26]([CH3:29])[CH2:25]1 |f:1.2|. Reported procedure: To a solution of 5-(2,3-dihydropyran-2-yl)-3-(N-methylpyrrolidin-3-yl)-1-benzoylindole (Example 18a, 0.158 g, 0.409 mmol) in methanol (5 mL) was added 2N NaOH (6.8 mmol) and the mixture was heated at reflux for 2 hours. The solution was cooled to room temperature and the solvent was evaporated and the product was extracted with CH2Cl2 (3×). The organic layer was dried and concentrated by reduced pressure and purified by column chromatography [10% NH3 (2M in MeOH) in CH2Cl2 ] to yield the title c... The reactants are CO, CC(C)=O, ClCCl, Cl, [K+], O=[Mn](=O)(=O)[O-], [Na+], O, O=Cc1ccc(OP(=O)(OCc2ccccc2)OCc2ccccc2)cc1, O=S([O-])O. Yields the product O=C(O)c1ccc(OP(=O)(OCc2ccccc2)OCc2ccccc2)cc1. RXN SMILES: [CH3:39][OH:40].[CH3:44][C:45](=[O:46])[CH3:47].[Cl:41][CH2:42][Cl:43].[ClH:49].[K+:33].[Mn:28](=[O:29])([O-:30])(=[O:31])=[O:32].[Na+:38].[OH2:48].[P:1](=[O:2])([O:3][CH2:4][c:5]1[cH:6][cH:7][cH:8][cH:9][cH:10]1)([O:11][CH2:12][c:13]1[cH:14][cH:15][cH:16][cH:17][cH:18]1)[O:19][c:20]1[cH:21][cH:22][c:23]([CH:26]=[O:27])[cH:24][cH:25]1.[S:34](=[O:35])([OH:36])[O-:37]>>[P:1](=[O:2])([O:3][CH2:4][c:5]1[cH:6][cH:7][cH:8][cH:9][cH:10]1)([O:11][CH2:12][c:13]1[cH:14][cH:15][cH:16][cH:17][cH:18]1)[O:19][c:20]1[cH:21][cH:22][c:23]([C:26](=[O:27])[OH:29])[cH:24][cH:25]1.